Dataset: the Open Reaction Database (ORD), a public repository of structured organic reaction records. Task: describe an organic reaction: reactants, conditions, products, and yield Reported procedure: To a solution of 1-(2-tributylstannylphenyl)-N-methyl-3-isoquinoline-carboxamide (105 mg, 0.19 mmol) in DMF (5 mL) was added 60% NaH (65 mg, 1.61 mmol) in one portion. The mixture was stirred under Ar at room temperature for 40 min. Then, 3-fluoropropyl bromide (124 μl, 1.67 mmol) was added. After stirring under Ar at room temperature for 24 h, the mixture was quenched by adding H2O (9 mL). The mixture was extracted with CH2Cl2 (3×15 mL). The combined organic layers were dried (MgSO4), filtered.... The reactants are C(CCC)[Sn](C1=C(C=CC=C1)C1=NC(=CC2=CC=CC=C12)C(=O)NC)(CCCC)CCCC (1-(2-tributylstannylphenyl)-N-methyl-3-isoquinoline-carboxamide), [H-].[Na+] (NaH), FCCCBr (3-fluoropropyl bromide). The yield is 25.2%. Run in CN(C)C=O (DMF). Reaction conditions: time 40 minute. As a reaction SMILES: [CH2:1]([Sn:5]([CH2:30][CH2:31][CH2:32][CH3:33])([CH2:26][CH2:27][CH2:28][CH3:29])[C:6]1[CH:11]=[CH:10][CH:9]=[CH:8][C:7]=1[C:12]1[C:21]2[C:16](=[CH:17][CH:18]=[CH:19][CH:20]=2)[CH:15]=[C:14]([C:22]([NH:24][CH3:25])=[O:23])[N:13]=1)[CH2:2][CH2:3][CH3:4].[H-].[Na+].[F:36][CH2:37][CH2:38][CH2:39]Br>CN(C=O)C>[CH2:30]([Sn:5]([CH2:1][CH2:2][CH2:3][CH3:4])([CH2:26][CH2:27][CH2:28][CH3:29])[C:6]1[CH:11]=[CH:10][CH:9]=[CH:8][C:7]=1[C:12]1[C:21]2[C:16](=[CH:17][CH:18]=[CH:19][CH:20]=2)[CH:15]=[C:14]([C:22]([N:24]([CH3:25])[CH2:39][CH2:38][CH2:37][F:36])=[O:23])[N:13]=1)[CH2:31][CH2:32][CH3:33] |f:1.2|. Product: C(CCC)[Sn](C1=C(C=CC=C1)C1=NC(=CC2=CC=CC=C12)C(=O)N(CCCF)C)(CCCC)CCCC (1-(2-tributylstannylphenyl)-N-methyl-N-(3-fluoropropyl)-3-isoquinoline-carboxamide). Starting materials: N1=CC(=CC=C1)CC1=CC=C(C#N)C=C1 (4-(3-pyridylmethyl)-benzonitrile), CI (methyl iodide). Yields the product N1=CC(=CC=C1)C(C)C1=CC=C(C#N)C=C1 (4-[1-(3-pyridyl)-ethyl]-benzonitrile). As a reaction SMILES: [N:1]1[CH:6]=[CH:5][CH:4]=[C:3]([CH2:7][C:8]2[CH:15]=[CH:14][C:11]([C:12]#[N:13])=[CH:10][CH:9]=2)[CH:2]=1.[CH3:16]I>>[N:1]1[CH:6]=[CH:5][CH:4]=[C:3]([CH:7]([C:8]2[CH:15]=[CH:14][C:11]([C:12]#[N:13])=[CH:10][CH:9]=2)[CH3:16])[CH:2]=1. Reported procedure: Using methodology described e.g. in example 34, 4-(3-pyridylmethyl)-benzonitrile is reacted with methyl iodide to obtain 4-[1-(3-pyridyl)-ethyl]-benzonitrile.